This data is from the Open Reaction Database (ORD), a public repository of structured organic reaction records. The task is: describe an organic reaction: reactants, conditions, products, and yield Reactants: C(C)(C)(C)OC(=O)N[C@@H](COC1=CC=C(CC2C(N(C(S2)=O)C(C2=CC=CC=C2)(C2=CC=CC=C2)C2=CC=CC=C2)=O)C=C1)CC(C)C (5-{4-[2(R)-t-butoxycarbonylamino-4-methylpentyloxy]benzyl}-3-triphenylmethylthiazolidine-2,4-dione), FC(C(=O)O)(F)F (trifluoroacetic acid). Run in C(Cl)Cl (methylene chloride). The product is N[C@@H](COC1=CC=C(CC2C(NC(S2)=O)=O)C=C1)CC(C)C (5-{4-[2(R)-Amino-4-methylpentyloxy]benzyl}thiazolidine-2,4-dione). Isolated yield 128.1%. Reaction SMILES: C(OC([NH:8][C@H:9]([CH2:45][CH:46]([CH3:48])[CH3:47])[CH2:10][O:11][C:12]1[CH:44]=[CH:43][C:15]([CH2:16][CH:17]2[S:21][C:20](=[O:22])[N:19](C(C3C=CC=CC=3)(C3C=CC=CC=3)C3C=CC=CC=3)[C:18]2=[O:42])=[CH:14][CH:13]=1)=O)(C)(C)C.FC(F)(F)C(O)=O>C(Cl)Cl>[NH2:8][C@H:9]([CH2:45][CH:46]([CH3:48])[CH3:47])[CH2:10][O:11][C:12]1[CH:44]=[CH:43][C:15]([CH2:16][CH:17]2[S:21][C:20](=[O:22])[NH:19][C:18]2=[O:42])=[CH:14][CH:13]=1. Procedure details: A procedure similar to that described in Preparation 2, above, was followed, but using 1.03 g of 5-{4-[2(R)-t-butoxycarbonylamino-4-methylpentyloxy]benzyl}-3-triphenylmethylthiazolidine-2,4-dione [prepared as described in Preparation 16], 10 ml of methylene chloride and 10 ml of trifluoroacetic acid. After completion of the reaction, the methylene chloride and trifluoroacetic acid were removed by distillation under reduced pressure, and the residue was washed with toluene to give 640 mg of the t... The reactants are C(C)(=O)Cl (acetyl chloride), CN(C)CN(C)C (N,N,N′,N′-tetramethyldiaminomethane), CN1C2=CC=CC=C2C=2C(CCCC12)=O (1,2,3,9-tetrahydro-9-methyl-4H-carbazol-4-one), CC=1NC=CN1 (2-methyl imidazole). Run in C(C)#N (actonitrile), C1(=CC=CC=C1)C (toluene). Run at time 10 minute. Yields the product CN1C2=CC=CC=C2C=2C(C(CCC12)CN1C(=NC=C1)C)=O (1,2,3,9-tetrahydro-9-methyl-3-[(2-methyl-1H-imidazole-1 -yl)methyl]-4H-carbazol-4-one). Yield: 81.5%. Reaction SMILES: [C:1](Cl)(=[O:3])[CH3:2].CN(CN(C)C)C.[CH3:12][N:13]1[C:25]2[CH2:24][CH2:23][CH2:22][C:21](=O)[C:20]=2[C:19]2[C:14]1=C[CH:16]=[CH:17][CH:18]=2.[CH3:27][C:28]1[NH:29][CH:30]=[CH:31][N:32]=1>C(#N)C.C1(C)C=CC=CC=1>[CH3:12][N:13]1[C:14]2[CH2:19][CH2:18][CH:17]([CH2:16][N:29]3[CH:30]=[CH:31][N:32]=[C:28]3[CH3:27])[C:1](=[O:3])[C:2]=2[C:20]2[C:25]1=[CH:24][CH:23]=[CH:22][CH:21]=2. Procedure details: To the solution of 36 ml of acetyl chloride in 50 ml of actonitrile and 750 ml of toluene, was slowly added 51 ml of N,N,N′,N′-tetramethyldiaminomethane at 0° C., which was then stirred for 10min. 50 g of 1,2,3,9-tetrahydro-9-methyl-4H-carbazol-4-one and 100 g of 2-methyl imidazole was subsequently added to the reaction mixture, which was then stirred under reflux. After completion of reaction, the reaction mixture was evaporated, and then 150 ml of water was added to the resulting residue. The ... The reactants are [C-]#N, CCOC(=O)C(C#N)=C1CCc2ccc(F)cc21, CCO, [K+], O. The product is N#CCC1(C#N)CCc2ccc(F)cc21. As a reaction SMILES: [C-:19]#[N:20].[C:1](#[N:2])[C:3]([C:4]([O:5][CH2:6][CH3:7])=[O:8])=[C:9]1[CH2:10][CH2:11][c:12]2[cH:13][cH:14][c:15]([F:18])[cH:16][c:17]21.[CH3:22][CH2:23][OH:24].[K+:21].[OH2:25]>>[C:1](#[N:2])[CH2:3][C:9]1([C:19]#[N:20])[CH2:10][CH2:11][c:12]2[cH:13][cH:14][c:15]([F:18])[cH:16][c:17]21. The reactants are N1=CC=CC=C1 (pyridine), ClC=1C=C(C=CC1)C1N=C(NC(=C1C(=O)OCC1=CC=CC=C1)C)OC (benzyl 4-(3-chlorophenyl)-2-methoxy-6-methyl-1,4-dihydropyrimidine-5-carboxylate), ClC(=O)OCC (ethyl chloroformate). Run in C(C)(=O)OCC (ethyl acetate). Reaction conditions: time 1 hour. Product: C1(=CC=CC=C1)C(CCNC(=O)C=1C(N(C(NC1C)=O)C(=O)OCC)C1=CC(=CC=C1)Cl)C1=CC=CC=C1 (4-(3-chlorophenyl)-3-ethoxycarbonyl-6-methyl-2-oxo-1,2,3,4-tetrahydropyrimidine-5-carboxylic acid (3,3-diphenylpropyl)amide). As a reaction SMILES: [N:1]1[CH:6]=[CH:5][CH:4]=[CH:3][CH:2]=1.[Cl:7][C:8]1[CH:9]=[C:10]([CH:14]2[C:19]([C:20]([O:22]CC3C=CC=CC=3)=O)=[C:18]([CH3:30])[NH:17][C:16]([O:31]C)=[N:15]2)[CH:11]=[CH:12][CH:13]=1.Cl[C:34]([O:36][CH2:37][CH3:38])=[O:35]>C(OCC)(=O)C>[C:3]1([CH:4]([C:8]2[CH:9]=[CH:10][CH:11]=[CH:12][CH:13]=2)[CH2:5][CH2:6][NH:1][C:20]([C:19]2[CH:14]([C:10]3[CH:11]=[CH:12][CH:13]=[C:8]([Cl:7])[CH:9]=3)[N:15]([C:34]([O:36][CH2:37][CH3:38])=[O:35])[C:16](=[O:31])[NH:17][C:18]=2[CH3:30])=[O:22])[CH:14]=[CH:19][CH:18]=[CH:30][CH:2]=1. Procedure: 10 ml of pyridine was added to a mixture of 512 mg (1.38 mmol) of benzyl 4-(3-chlorophenyl)-2-methoxy-6-methyl-1,4-dihydropyrimidine-5-carboxylate and 180 mg (1.66 mmol) of ethyl chloroformate, and they were stirred at room temperature for 1 hour. The reaction mixture was diluted with ethyl acetate, then washed with water and saturated aqueous sodium chloride solution and concentrated under reduced pressure. The product was dissolved in a mixture of 5 ml of methanol and 5 ml of THF. 3 N hydrochl... Starting materials: COc1ccc(N2CCOCC2)c2sc(NC(=O)c3ccnc(Br)c3)nc12, CC(C)CO, [H-], [Na+], C1COCCO1, CN(C)C=O. Yields the product COc1ccc(N2CCOCC2)c2sc(NC(=O)c3ccnc(OCC(C)C)c3)nc12. Reaction SMILES: [Br:1][c:2]1[cH:3][c:4]([C:5](=[O:6])[NH:7][c:8]2[s:9][c:10]3[c:11]([n:12]2)[c:13]([O:23][CH3:24])[cH:14][cH:15][c:16]3[N:17]2[CH2:18][CH2:19][O:20][CH2:21][CH2:22]2)[cH:25][cH:26][n:27]1.[CH3:30][CH:31]([CH2:32][OH:33])[CH3:34].[H-:28].[Na+:29].[O:35]1[CH2:36][CH2:37][O:38][CH2:39][CH2:40]1.[O:41]=[CH:42][N:43]([CH3:44])[CH3:45]>>[c:2]1([O:33][CH2:32][CH:31]([CH3:30])[CH3:34])[cH:3][c:4]([C:5](=[O:6])[NH:7][c:8]2[s:9][c:10]3[c:11]([n:12]2)[c:13]([O:23][CH3:24])[cH:14][cH:15][c:16]3[N:17]2[CH2:18][CH2:19][O:20][CH2:21][CH2:22]2)[cH:25][cH:26][n:27]1. The reactants are [Cl-].[Na+] (sodium chloride), C(C=C)OC(=O)N1C(CCCC1)C=C(C(C)=O)C (1-allyloxycarbonyl-2-(2-methyl-3-oxo-1-butenyl)piperidine), C(C)(=O)O[C@@H]1[C@H](C(N1)=O)[C@@H](C)O[Si](C)(C)C(C)(C)C ((3R,4R)-4-acetoxy-3-[(1R)-1-t-butyldimethylsilyloxyethyl]-2-oxoazetidine), FC(S(=O)(=O)O[Si](C)(C)C)(F)F (trimethylsilyl trifluoromethanesulfonate). Solvent: O (water), C(C)(=O)OCC (ethyl acetate), ClCCl (dichloromethane), C(C)N(CC)CC (triethylamine). Reaction conditions: temperature 0 celsius, time 2 hour. Product: C(C=C)OC(=O)N1C(CCCC1)C=C(C(C[C@@H]1[C@H](C(N1)=O)[C@@H](C)O[Si](C)(C)C(C)(C)C)=O)C ((3S,4R)-4-[4-(1-allyloxycarbonylpiperidin-2-yl)-3-methyl-2-oxo-3-butenyl]-3-[(1R)-1-t-butyldimethylsilyloxyethyl]-2-oxoazetidine). Isolated yield 71.5%. RXN SMILES: [CH2:1]([O:4][C:5]([N:7]1[CH2:12][CH2:11][CH2:10][CH2:9][CH:8]1[CH:13]=[C:14]([CH3:18])[C:15](=[O:17])[CH3:16])=[O:6])[CH:2]=[CH2:3].C(O[C@H:23]1[NH:26][C:25](=[O:27])[C@@H:24]1[C@H:28]([O:30][Si:31]([C:34]([CH3:37])([CH3:36])[CH3:35])([CH3:33])[CH3:32])[CH3:29])(=O)C.FC(F)(F)S(O[Si](C)(C)C)(=O)=O.[Cl-].[Na+]>ClCCl.O.C(OCC)(=O)C.C(N(CC)CC)C>[CH2:1]([O:4][C:5]([N:7]1[CH2:12][CH2:11][CH2:10][CH2:9][CH:8]1[CH:13]=[C:14]([CH3:18])[C:15](=[O:17])[CH2:16][C@H:23]1[NH:26][C:25](=[O:27])[C@@H:24]1[C@H:28]([O:30][Si:31]([C:34]([CH3:35])([CH3:37])[CH3:36])([CH3:33])[CH3:32])[CH3:29])=[O:6])[CH:2]=[CH2:3] |f:3.4|. Procedure details: To a solution of 1-allyloxycarbonyl-2-(2-methyl-3-oxo-1-butenyl)piperidine (9.9 g), (3R,4R)-4-acetoxy-3-[(1R)-1-t-butyldimethylsilyloxyethyl]-2-oxoazetidine (17.0 g) and triethylamine (16.5 ml) in dichloromethane (100 ml) was added trimethylsilyl trifluoromethanesulfonate (28.6 ml at -15° C. After stirring at 0° C. for 2 hours, the reaction mixture was taken up into a mixture of ethyl acetate (200 ml) and water (200 ml). The mixture was stirred for 2 hours at ambient temperature. After addition ...